The task is: describe an organic reaction: reactants, conditions, products, and yield. This data is from the Open Reaction Database (ORD), a public repository of structured organic reaction records. Starting materials: C(C)OC(CN1C=CC2=CC=CC(=C12)OCCCC#CC1=CC=C(C=C1)OC(F)(F)F)=O ({7-[5-(4-trifluoromethoxy-phenyl)-pent-4-ynyloxy]-indol-1-yl}-acetic acid ethyl ester), [Li+].[OH-] (LiOH). Product: FC(OC1=CC=C(C=C1)C#CCCCOC=1C=CC=C2C=CN(C12)CC(=O)O)(F)F ({7-[5-(4-Trifluoromethoxy-phenyl)-pent-4-ynyloxy]-indol-1-yl}-acetic acid). Reaction SMILES: C([O:3][C:4](=[O:32])[CH2:5][N:6]1[C:14]2[C:9](=[CH:10][CH:11]=[CH:12][C:13]=2[O:15][CH2:16][CH2:17][CH2:18][C:19]#[C:20][C:21]2[CH:26]=[CH:25][C:24]([O:27][C:28]([F:31])([F:30])[F:29])=[CH:23][CH:22]=2)[CH:8]=[CH:7]1)C.[Li+].[OH-]>>[F:30][C:28]([F:29])([F:31])[O:27][C:24]1[CH:23]=[CH:22][C:21]([C:20]#[C:19][CH2:18][CH2:17][CH2:16][O:15][C:13]2[CH:12]=[CH:11][CH:10]=[C:9]3[C:14]=2[N:6]([CH2:5][C:4]([OH:32])=[O:3])[CH:7]=[CH:8]3)=[CH:26][CH:25]=1 |f:1.2|. Procedure: In analogy to the procedure described for example 1 e], {7-[5-(4-trifluoromethoxy-phenyl)-pent-4-ynyloxy]-indol-1-yl}-acetic acid ethyl ester was treated with LiOH to obtain the title compound as brown liquid. The reactants are COC(=O)C(Cc1ccc(-c2c(OC)cccc2OC)cc1)NC(=O)c1c(Cl)cccc1Cl, COc1ccc(P2(=S)SP(=S)(c3ccc(OC)cc3)S2)cc1, O, Cc1ccccc1C. Product: COC(=O)C(Cc1ccc(-c2c(OC)cccc2OC)cc1)NC(=S)c1c(Cl)cccc1Cl. As a reaction SMILES: [CH3:1][O:2][C:3]([CH:4]([NH:5][C:6]([c:7]1[c:8]([Cl:14])[cH:9][cH:10][cH:11][c:12]1[Cl:13])=[O:15])[CH2:16][c:17]1[cH:18][cH:19][c:20](-[c:23]2[c:24]([O:31][CH3:32])[cH:25][cH:26][cH:27][c:28]2[O:29][CH3:30])[cH:21][cH:22]1)=[O:33].[CH3:34][O:35][c:36]1[cH:37][cH:38][c:39]([P:40]2(=[S:43])[S:41][P:42]([c:44]3[cH:45][cH:46][c:47]([O:48][CH3:49])[cH:50][cH:51]3)(=[S:52])[S:53]2)[cH:54][cH:55]1.[OH2:56].[c:57]1([CH3:58])[c:59]([CH3:60])[cH:61][cH:62][cH:63][cH:64]1>>[CH3:1][O:2][C:3]([CH:4]([NH:5][C:6]([c:7]1[c:8]([Cl:14])[cH:9][cH:10][cH:11][c:12]1[Cl:13])=[S:43])[CH2:16][c:17]1[cH:18][cH:19][c:20](-[c:23]2[c:24]([O:31][CH3:32])[cH:25][cH:26][cH:27][c:28]2[O:29][CH3:30])[cH:21][cH:22]1)=[O:33]. Starting materials: [OH-].[Na+] (sodium hydroxide), [Na] (sodium), COC1=CC=C(C=C1)CC#N (4-methoxyphenylacetonitrile), N(=O)OCCC(C)C (isopentyl nitrite). Solvent: O (water), C=1(C(=CC=CC1)C)C (xylene), CO (methanol). Reaction conditions: time 2 hour. Product: ON=C(C1=CC=C(C=C1)OC)C#N (α-hydroxyimino-4-methoxy-benzylcyanide). Isolated yield 80.6%. Reaction SMILES: [Na].[CH3:2][O:3][C:4]1[CH:9]=[CH:8][C:7]([CH2:10][C:11]#[N:12])=[CH:6][CH:5]=1.[N:13](OCCC(C)C)=[O:14].[OH-].[Na+]>O.C1(C)C(C)=CC=CC=1.CO>[OH:14][N:13]=[C:10]([C:11]#[N:12])[C:7]1[CH:8]=[CH:9][C:4]([O:3][CH3:2])=[CH:5][CH:6]=1 |f:3.4,^1:0|. Procedure details: 64.5 g of methanol, 365 g of xylene, 80 g of sodium hydroxyde (2 mol) and 147 g (1 mol) of 4-methoxyphenylacetonitrile are charged to a reactor. Then 125 g (1.07 mol) of isopentyl nitrite are added dropwise at 40° C. over 2 hours. The reaction mixture is stirred initially for 2 hours at this temperature and the n for 20 hours at room temperature. Afterwards the reaction mixture is diluted with water to form an emulsion and the pH is adjusted to 14 with aqueous sodium hydroxide and the organic ph... Reactants: CCOC(=O)CCCCCC(=O)O, Cc1ccc(CBr)c(C)c1, [Cd+2], [Cl-], [Cl-], [Cl-], [Mg], O=S(=O)(O)O, c1ccccc1. Product: CCOC(=O)CCCCCC(=O)Cc1ccc(C)cc1C. As a reaction SMILES: [CH2:13]([CH3:14])[O:15][C:16]([CH2:17][CH2:18][CH2:19][CH2:20][CH2:21][C:22](=[O:23])[OH:24])=[O:25].[CH3:1][c:2]1[c:3]([CH2:4][Br:5])[cH:6][cH:7][c:8]([CH3:10])[cH:9]1.[Cd+2:38].[Cl-:12].[Cl-:37].[Cl-:39].[Mg:11].[S:26](=[O:27])(=[O:28])([OH:29])[OH:30].[cH:31]1[cH:32][cH:33][cH:34][cH:35][cH:36]1>>[CH3:1][c:2]1[c:3]([CH2:4][C:22]([CH2:21][CH2:20][CH2:19][CH2:18][CH2:17][C:16]([O:15][CH2:13][CH3:14])=[O:25])=[O:23])[cH:6][cH:7][c:8]([CH3:10])[cH:9]1.